This data is from the Open Reaction Database (ORD), a public repository of structured organic reaction records. The task is: describe an organic reaction: reactants, conditions, products, and yield Starting materials: O1CCOCC1 (dioxane), NC=1C=CC(=CC1O)C (6-amino-m-cresol), C([O-])([O-])=O.[Ca+2] (calcium carbonate), ClCC(=O)Cl (chloroacetyl chloride). Solvent: O (water). Reaction conditions: temperature 60 celsius, time 2 hour. Product: OC1=C(C=CC(=C1)C)NC(CCl)=O (N-(2-hydroxy-4-methylphenyl)chloroacetamide). Isolated yield 72.4%. As a reaction SMILES: O1CCOCC1.[NH2:7][C:8]1[CH:9]=[CH:10][C:11]([CH3:15])=[CH:12][C:13]=1[OH:14].C(=O)([O-])[O-].[Ca+2].[Cl:21][CH2:22][C:23](Cl)=[O:24]>O>[OH:14][C:13]1[CH:12]=[C:11]([CH3:15])[CH:10]=[CH:9][C:8]=1[NH:7][C:23](=[O:24])[CH2:22][Cl:21] |f:2.3|. Procedure details: To 130 ml of dioxane, were added 20.0 g (163 mmol) of 6-amino-m-cresol and 9.2 g (92 mmol) of calcium carbonate, followed by heating to 60° C. To the obtained solution, there was added 22.1 g (196 mmol) of chloroacetyl chloride over 40 minutes and the mixture was further stirred at 60° C. for 2 hours. After cooling, the mixture was poured into 500 ml of water, extracted with 700 ml of ethyl acetate and dried over anhydrous Glauber's salt. After distilling off the solvent under reduced pressure, ...